Dataset: the Open Reaction Database (ORD), a public repository of structured organic reaction records. Task: describe an organic reaction: reactants, conditions, products, and yield Reactants: FC(C(=O)O)(F)F.OC1=C(C=C(C(=N)N)C=C1)C=C[C@@H]1N(CCC1)C(C1=CC=C(C=C1)C1=CNC(C=C1)=O)=O (4-Hydroxy-3-(2-{1-[4-(6-oxo-1,6-dihydro-pyridin-3-yl)-benzoyl]pyrrolidin-2-(R)-yl}-vinyl)benzamidine trifluoroacetate). Solvent: CO (MeOH), [Pd] (Pd/C). Product: FC(C(=O)O)(F)F.OC1=C(C=C(C(=N)N)C=C1)CC[C@H]1N(CCC1)C(C1=CC=C(C=C1)C1=CNC(C=C1)=O)=O (4-Hydroxy-3-(2-{1-[4-(6-oxo-1,6-dihydro-pyridin-3-yl)-benzoyl]-pyrrolidin-2-(R)-yl}-ethyl)-benzamidine trifluoroacetate). Yield: 50.6%. As a reaction SMILES: [F:1][C:2]([F:7])([F:6])[C:3]([OH:5])=[O:4].[OH:8][C:9]1[CH:17]=[CH:16][C:12]([C:13]([NH2:15])=[NH:14])=[CH:11][C:10]=1[CH:18]=[CH:19][C@H:20]1[CH2:24][CH2:23][CH2:22][N:21]1[C:25](=[O:39])[C:26]1[CH:31]=[CH:30][C:29]([C:32]2[CH:37]=[CH:36][C:35](=[O:38])[NH:34][CH:33]=2)=[CH:28][CH:27]=1>CO.[Pd]>[F:1][C:2]([F:7])([F:6])[C:3]([OH:5])=[O:4].[OH:8][C:9]1[CH:17]=[CH:16][C:12]([C:13]([NH2:15])=[NH:14])=[CH:11][C:10]=1[CH2:18][CH2:19][C@@H:20]1[CH2:24][CH2:23][CH2:22][N:21]1[C:25](=[O:39])[C:26]1[CH:31]=[CH:30][C:29]([C:32]2[CH:37]=[CH:36][C:35](=[O:38])[NH:34][CH:33]=2)=[CH:28][CH:27]=1 |f:0.1,4.5|. Procedure details: 4-Hydroxy-3-(2-{1-[4-(6-oxo-1,6-dihydro-pyridin-3-yl)-benzoyl]pyrrolidin-2-(R)-yl}-vinyl)benzamidine trifluoroacetate (0.0065 g, 0.01198 mmol) in MeOH (10 mL) and 5% Pd/C (catalytic amt.) is hydrogenated using a balloon filled with H2 gas for 4 h. The reaction is filtered, evaporated and the residue is diluted with H2O (10 mL). The aqueous solution is lyopholized to give the title compound as a white solid (0.0033 g, 0.00606 mmol). 1H NMR (DMSO-d6, 300 MHz) 8.97(s, 2H), 8.60(s, 2H), 7.93-7.26(m,... Reactants: CCCCO, Nc1nc2c(Cl)cc(C(F)(F)F)cc2[nH]c1=O, Cl, NO, O. Yields the product O=c1[nH]c2cc(C(F)(F)F)cc(Cl)c2[nH]c1=NO. Reaction SMILES: [CH2:22]([OH:23])[CH2:24][CH2:25][CH3:26].[Cl:1][c:2]1[c:3]2[n:4][c:5]([NH2:17])[c:6](=[O:16])[nH:7][c:8]2[cH:9][c:10]([C:12]([F:13])([F:14])[F:15])[cH:11]1.[ClH:18].[NH2:19][OH:20].[OH2:21]>>[Cl:1][c:2]1[c:3]2[nH:4][c:5](=[N:17][OH:20])[c:6](=[O:16])[nH:7][c:8]2[cH:9][c:10]([C:12]([F:13])([F:14])[F:15])[cH:11]1. Starting materials: ClC1=CC=C(C=C1)CCCCCCBr (6-(4-chlorophenyl)hexyl bromide), [I-].[Na+] (sodium iodide). Run in CC(=O)C (acetone). Product: ClC1=CC=C(C=C1)CCCCCCI (6-(4-Chlorophenyl)hexyl iodide). RXN SMILES: [Cl:1][C:2]1[CH:7]=[CH:6][C:5]([CH2:8][CH2:9][CH2:10][CH2:11][CH2:12][CH2:13]Br)=[CH:4][CH:3]=1.[I-:15].[Na+]>CC(C)=O>[Cl:1][C:2]1[CH:7]=[CH:6][C:5]([CH2:8][CH2:9][CH2:10][CH2:11][CH2:12][CH2:13][I:15])=[CH:4][CH:3]=1 |f:1.2|. Reported procedure: 6-(4-Chlorophenyl)hexyl iodide [VIa; Ar is 4-ClC6H4, R is H] was prepared from 17 g. of 6-(4-chlorophenyl)hexyl bromide (Preparation C13) and 10.2 g. of sodium iodide in 325 ml. of acetone, to give 21 g. of product as an oil. Starting materials: [Li]CCCC, CCOC(=O)C1SCCCS1, ClCc1ccccc1, C1CCOC1. The product is CCOC(=O)C1(Cc2ccccc2)SCCCS1. RXN SMILES: [CH2:12]([Li:13])[CH2:14][CH2:15][CH3:16].[CH2:1]([CH3:2])[O:3][C:4](=[O:5])[CH:6]1[S:7][CH2:8][CH2:9][CH2:10][S:11]1.[Cl:17][CH2:18][c:19]1[cH:20][cH:21][cH:22][cH:23][cH:24]1.[O:25]1[CH2:26][CH2:27][CH2:28][CH2:29]1>>[CH2:1]([CH3:2])[O:3][C:4](=[O:5])[C:6]1([CH2:18][c:19]2[cH:20][cH:21][cH:22][cH:23][cH:24]2)[S:7][CH2:8][CH2:9][CH2:10][S:11]1. The reactants are CCN=C=S, CC#N, Nc1ccccc1, O. The product is CCNC(=S)Nc1ccccc1. RXN SMILES: [CH2:1]([CH3:2])[N:3]=[C:4]=[S:5].[CH3:14][C:15]#[N:16].[NH2:6][c:7]1[cH:8][cH:9][cH:10][cH:11][cH:12]1.[OH2:13]>>[CH2:1]([CH3:2])[NH:3][C:4](=[S:5])[NH:6][c:7]1[cH:8][cH:9][cH:10][cH:11][cH:12]1. Starting materials: C(=O)(O)[O-].[Na+] (NaHCO3), C(C1=CC=CC=C1)N1CC(OCC1)C1=CC=C(C=C1)Br (4-benzyl-2-(4-bromo-phenyl)-morpholine), C(C)(=O)C1=CC=CC=C1 (acetophenone), CC(C)(C)[O-].[Na+] (NaOtBu), C1(=CC=CC=C1)P(C1=C(C2=CC=CC=C2C=C1)C1=C(C=CC2=CC=CC=C12)P(C1=CC=CC=C1)C1=CC=CC=C1)C1=CC=CC=C1 (2,2′-bis(diphenylphosphino)-1,1′-binaphthyl). Reagents/catalysts: C=1C=CC(=CC1)/C=C/C(=O)/C=C/C2=CC=CC=C2.C=1C=CC(=CC1)/C=C/C(=O)/C=C/C2=CC=CC=C2.C=1C=CC(=CC1)/C=C/C(=O)/C=C/C2=CC=CC=C2.[Pd].[Pd] (tris(dibenzylideneacetone)dipalladium(0)). Solvent: C1(=CC=CC=C1)C (toluene). Run at temperature 110 celsius. The product is C(C1=CC=CC=C1)N1CC(OCC1)C1=CC=C(C=C1)CC(=O)C1=CC=CC=C1 (2-[4-(4-Benzyl-morpholin-2-yl)-phenyl]-1-phenyl-ethanone). Yield: 47.8%. RXN SMILES: [CH2:1]([N:8]1[CH2:13][CH2:12][O:11][CH:10]([C:14]2[CH:19]=[CH:18][C:17](Br)=[CH:16][CH:15]=2)[CH2:9]1)[C:2]1[CH:7]=[CH:6][CH:5]=[CH:4][CH:3]=1.[C:21]([C:24]1[CH:29]=[CH:28][CH:27]=[CH:26][CH:25]=1)(=[O:23])[CH3:22].CC([O-])(C)C.[Na+].C1(P(C2C=CC=CC=2)C2C=CC3C(=CC=CC=3)C=2C2C3C(=CC=CC=3)C=CC=2P(C2C=CC=CC=2)C2C=CC=CC=2)C=CC=CC=1.C([O-])(O)=O.[Na+]>C1(C)C=CC=CC=1.C1C=CC(/C=C/C(/C=C/C2C=CC=CC=2)=O)=CC=1.C1C=CC(/C=C/C(/C=C/C2C=CC=CC=2)=O)=CC=1.C1C=CC(/C=C/C(/C=C/C2C=CC=CC=2)=O)=CC=1.[Pd].[Pd]>[CH2:1]([N:8]1[CH2:13][CH2:12][O:11][CH:10]([C:14]2[CH:19]=[CH:18][C:17]([CH2:22][C:21]([C:24]3[CH:29]=[CH:28][CH:27]=[CH:26][CH:25]=3)=[O:23])=[CH:16][CH:15]=2)[CH2:9]1)[C:2]1[CH:7]=[CH:6][CH:5]=[CH:4][CH:3]=1 |f:2.3,5.6,8.9.10.11.12|. Reported procedure: To a degassed solution of 4-benzyl-2-(4-bromo-phenyl)-morpholine (205 mg; 0.62 mmol) and acetophenone (87 μL; 0.74 mmol) in toluene (4 mL) was added NaOtBu (148.3 mg; 1.54 mmol), 2,2′-bis(diphenylphosphino)-1,1′-binaphthyl (38.4 mg; 0.06 mmol) and tris(dibenzylideneacetone)dipalladium(0) (28.3 mg; 0.03 mmol). The resulting mixture was heated to 110° C. for 30 min. in a microwave. After cooling to room temperature 5% aqueous NaHCO3 was added and the mixture extracted with EtOAc. The combined orga... Starting materials: solution, N,N-dimethylformamidedi-tert-butylacetal, N1C=C(C=C1)C(=O)O (pyrrole-3-carboxylic acid). Run in C1=CC=CC=C1 (benzene), C1=CC=CC=C1 (benzene), C(C)OCC (diethyl ether). Yields the product C(C)(C)(C)OC(=O)C1=CNC=C1 (tert-Butylpyrrole-3-carboxylate). RXN SMILES: [NH:1]1[CH:5]=[CH:4][C:3]([C:6]([OH:8])=[O:7])=[CH:2]1>C1C=CC=CC=1.C(OCC)C>[C:3]([O:7][C:6]([C:3]1[CH:4]=[CH:5][NH:1][CH:2]=1)=[O:8])([CH3:6])([CH3:4])[CH3:2]. Procedure details: 0.50 g (4.50 mmol) pyrrole-3-carboxylic acid is suspended in 15 ml absolute benzene and boiled under reflux. A solution 4.07 g (18.0 mmol) 90% N,N-dimethylformamidedi-tert-butylacetal in 15 ml absolute benzene is added drop-wise within 30 min. Following another heating under reflux for 30 minutes and subsequent cooling, the reaction mixture is diluted with diethyl ether, washed with 5% sodium carbonate solution and saturated NaCl solution. Drying on sodium sulfate, filtration and concentration o...